Dataset: the Open Reaction Database (ORD), a public repository of structured organic reaction records. Task: describe an organic reaction: reactants, conditions, products, and yield Procedure: Carrying out a reaction as described in Example 20, Step D, except that the methyl [(5,6-dichloro-9a-ethyl-3-oxo-1,2,9,9a-tetrahydro-3H-fluoren-7-yl)oxy]acetate is replaced by an equimolar quantity of ethyl [(9a-allyl-5,6-dichloro-3-oxo-1,2,9,9a-tetrahydro-3H-fluoren-7-yl)oxy]acetate, there is obtained [(9a-allyl-5,6-dichloro-3-oxo-1,2,9,9a-tetrahydro-3H-fluoren-7-yl)oxy]acetic acid. Reaction SMILES: ClC1C(Cl)=C(OCC(OC)=O)C=C2C=1C1C(CC)(C2)CCC(=O)C=1.[CH2:25]([C:28]12[CH2:40][CH2:39][C:38](=[O:41])[CH:37]=[C:36]1[C:35]1[C:30](=[CH:31][C:32]([O:44][CH2:45][C:46]([O:48]CC)=[O:47])=[C:33]([Cl:43])[C:34]=1[Cl:42])[CH2:29]2)[CH:26]=[CH2:27]>>[CH2:25]([C:28]12[CH2:40][CH2:39][C:38](=[O:41])[CH:37]=[C:36]1[C:35]1[C:30](=[CH:31][C:32]([O:44][CH2:45][C:46]([OH:48])=[O:47])=[C:33]([Cl:43])[C:34]=1[Cl:42])[CH2:29]2)[CH:26]=[CH2:27]. The product is C(C=C)C12CC3=CC(=C(C(=C3C2=CC(CC1)=O)Cl)Cl)OCC(=O)O ([(9a-allyl-5,6-dichloro-3-oxo-1,2,9,9a-tetrahydro-3H-fluoren-7-yl)oxy]acetic acid). Starting materials: ClC1=C2C3=CC(CCC3(CC2=CC(=C1Cl)OCC(=O)OC)CC)=O (methyl [(5,6-dichloro-9a-ethyl-3-oxo-1,2,9,9a-tetrahydro-3H-fluoren-7-yl)oxy]acetate), C(C=C)C12CC3=CC(=C(C(=C3C2=CC(CC1)=O)Cl)Cl)OCC(=O)OCC (ethyl [(9a-allyl-5,6-dichloro-3-oxo-1,2,9,9a-tetrahydro-3H-fluoren-7-yl)oxy]acetate). The reactants are Fc1cc(N2CCc3c(Cl)ncnc32)c(F)cc1Br, C1CCOC1, CC(C)c1noc(N2CCC(O)CC2)n1, [H-], [Na+], O. Yields the product CC(C)c1noc(N2CCC(Oc3ncnc4c3CCN4c3cc(F)c(Br)cc3F)CC2)n1. RXN SMILES: [Br:18][c:19]1[cH:20][c:21]([F:36])[c:22]([N:26]2[CH2:27][CH2:28][c:29]3[c:30]2[n:31][cH:32][n:33][c:34]3[Cl:35])[cH:23][c:24]1[F:25].[CH2:37]1[O:38][CH2:39][CH2:40][CH2:41]1.[CH3:1][CH:2]([CH3:3])[c:4]1[n:5][o:6][c:7]([N:9]2[CH2:10][CH2:11][CH:12]([OH:15])[CH2:13][CH2:14]2)[n:8]1.[H-:17].[Na+:16].[OH2:42]>>[CH3:1][CH:2]([CH3:3])[c:4]1[n:5][o:6][c:7]([N:9]2[CH2:10][CH2:11][CH:12]([O:15][c:34]3[c:29]4[c:30]([n:31][cH:32][n:33]3)[N:26]([c:22]3[c:21]([F:36])[cH:20][c:19]([Br:18])[c:24]([F:25])[cH:23]3)[CH2:27][CH2:28]4)[CH2:13][CH2:14]2)[n:8]1. The reactants are OC=1C=C(C=CC1)C=1CCC(NN1)=O (6-(3-hydroxyphenyl)-4,5-dihydro-3(2H)-pyridazinone), C(Cl)C1CO1 (epichlorohydrin), N1CCCCC1 (piperidine), [OH-].[Na+] (sodium hydroxide). The solvent is ClCCl (dichloromethane). Yields the product O1C(COC=2C=C(C=CC2)C=2CCC(NN2)=O)C1 (6-[3-(2,3-epoxypropoxy)phenyl]-4,5-dihydro-3(2H)-pyridazinone). Yield: 60.9%. Reaction SMILES: [OH:1][C:2]1[CH:3]=[C:4]([C:8]2[CH2:9][CH2:10][C:11](=[O:14])[NH:12][N:13]=2)[CH:5]=[CH:6][CH:7]=1.[CH2:15]([CH:17]1[O:19][CH2:18]1)Cl.N1CCCCC1.[OH-].[Na+]>ClCCl>[O:19]1[CH2:18][CH:17]1[CH2:15][O:1][C:2]1[CH:3]=[C:4]([C:8]2[CH2:9][CH2:10][C:11](=[O:14])[NH:12][N:13]=2)[CH:5]=[CH:6][CH:7]=1 |f:3.4|. Reported procedure: A mixture of finely powdered 6-(3-hydroxyphenyl)-4,5-dihydro-3(2H)-pyridazinone (21.6g, 0.11mole), epichlorohydrin (90ml, 1.1 mole), and piperidine (1 ml) was heated on a steam bath for 90 minutes. Evaporation of the solution under reduced pressure gave an oil which was dissolved in dichloromethane and stirred with dilute sodium hydroxide solution (60 ml). The organic phase was washed with water, dried, and evaporated under reduced pressure to a viscous oil (27g, 96%). Purification on a silica c... The reactants are CN(C(=O)c1cc(Br)cc(C(F)(F)F)c1)C1CCNCC1c1ccccc1, CC(=O)NC1CCC(C(=O)O)CC1, Cl. Yields the product CC(=O)NC1CCC(C(=O)N2CCC(N(C)C(=O)c3cc(Br)cc(C(F)(F)F)c3)C(c3ccccc3)C2)CC1. As a reaction SMILES: [Br:2][c:3]1[cH:4][c:5]([C:6](=[O:7])[N:8]([CH:9]2[CH:10]([c:15]3[cH:16][cH:17][cH:18][cH:19][cH:20]3)[CH2:11][NH:12][CH2:13][CH2:14]2)[CH3:21])[cH:22][c:23]([C:25]([F:26])([F:27])[F:28])[cH:24]1.[C:29]([CH3:30])(=[O:31])[NH:32][CH:33]1[CH2:34][CH2:35][CH:36]([C:39](=[O:40])[OH:41])[CH2:37][CH2:38]1.[ClH:1]>>[Br:2][c:3]1[cH:4][c:5]([C:6](=[O:7])[N:8]([CH:9]2[CH:10]([c:15]3[cH:16][cH:17][cH:18][cH:19][cH:20]3)[CH2:11][N:12]([C:39]([CH:36]3[CH2:35][CH2:34][CH:33]([NH:32][C:29]([CH3:30])=[O:31])[CH2:38][CH2:37]3)=[O:40])[CH2:13][CH2:14]2)[CH3:21])[cH:22][c:23]([C:25]([F:26])([F:27])[F:28])[cH:24]1. Reactants: CN1CCOCC1, CN(C)C=O, O=C(O)CC(CCCC1CCCCC1)c1nc(C(=O)N2CCC(c3ccncc3)CC2)no1, CC(C)COC(=O)Cl, Cl, NO. Product: O=C(CC(CCCC1CCCCC1)c1nc(C(=O)N2CCC(c3ccncc3)CC2)no1)NO. As a reaction SMILES: [CH3:34][N:35]1[CH2:36][CH2:37][O:38][CH2:39][CH2:40]1.[CH3:52][N:53]([CH3:54])[CH:55]=[O:56].[CH:1]1([CH2:7][CH2:8][CH2:9][CH:10]([CH2:11][C:12](=[O:13])[OH:14])[c:15]2[n:16][c:17]([C:20](=[O:21])[N:22]3[CH2:23][CH2:24][CH:25]([c:28]4[cH:29][cH:30][n:31][cH:32][cH:33]4)[CH2:26][CH2:27]3)[n:18][o:19]2)[CH2:2][CH2:3][CH2:4][CH2:5][CH2:6]1.[Cl:41][C:42]([O:43][CH2:44][CH:45]([CH3:46])[CH3:47])=[O:48].[ClH:49].[NH2:50][OH:51]>>[CH:1]1([CH2:7][CH2:8][CH2:9][CH:10]([CH2:11][C:12](=[O:13])[NH:50][OH:51])[c:15]2[n:16][c:17]([C:20](=[O:21])[N:22]3[CH2:23][CH2:24][CH:25]([c:28]4[cH:29][cH:30][n:31][cH:32][cH:33]4)[CH2:26][CH2:27]3)[n:18][o:19]2)[CH2:2][CH2:3][CH2:4][CH2:5][CH2:6]1. The reactants are S(=O)(Cl)Cl (Thionyl chloride), COC(=O)[C@@H]1NC2=CC=CC=C2C[C@@H]1C (cis-2-methoxycarbonyl-3-methyltetrahydroquinoline), C[O-].[Na+] (sodium methoxide). The solvent is CO (methanol), CO (methanol). Product: COC(=O)[C@@H]1NC2=CC=CC=C2C[C@@H]1C (cis-2-methoxycarbonyl-3-methyltetrahydroquinoline), COC(=O)[C@@H]1NC2=CC=CC=C2C[C@H]1C (trans-2-methoxycarbonyl-3-methyltetrahydroquinoline). Yield: 38.0%. As a reaction SMILES: [CH3:1][O:2][C:3]([C@H:5]1[C@@H:14]([CH3:15])[CH2:13][C:12]2[C:7](=[CH:8][CH:9]=[CH:10][CH:11]=2)[NH:6]1)=[O:4].C[O-].[Na+].S(Cl)(Cl)=O>CO>[CH3:1][O:2][C:3]([C@H:5]1[C@@H:14]([CH3:15])[CH2:13][C:12]2[C:7](=[CH:8][CH:9]=[CH:10][CH:11]=2)[NH:6]1)=[O:4].[CH3:1][O:2][C:3]([C@H:5]1[C@H:14]([CH3:15])[CH2:13][C:12]2[C:7](=[CH:8][CH:9]=[CH:10][CH:11]=2)[NH:6]1)=[O:4] |f:1.2|. Procedure details: To a solution of cis-2-methoxycarbonyl-3-methyltetrahydroquinoline (8.36 g, 40.7 mmol)in methanol (65 mL) was added sodium methoxide (14.8 mmol) in methanol (20 mL) at room temperature. The mixture was refluxed for 3 h and allowed to cool to room temperature. Thionyl chloride (7.23 mL, 99.2 mmol) was added and the resulting mixture was refluxed for 3 h. After the solvent was evaporated, the residue was dissolved in water and adjusted to pH 8 by using saturated aqueous sodium bicarbonate. The mix...